Dataset: the Open Reaction Database (ORD), a public repository of structured organic reaction records. Task: describe an organic reaction: reactants, conditions, products, and yield Reactants: N[C@H](CC)C1=CC=C(C=C1)S(=O)(=O)NC(C)(C)C ((R)-4-(1-Amino-propyl)-N-tert-butyl-benzenesulfonamide), C1(=CC=CC=C1)[C@@H](C)N ((R)-1-phenylethanamine). Product: N[C@H](C)C1=CC=C(C=C1)S(=O)(=O)NC(C)(C)C ((R)-4-(1-Amino-ethyl)-N-tert-butyl-benzenesulfonamide). As a reaction SMILES: [NH2:1][C@@H:2]([C:5]1[CH:10]=[CH:9][C:8]([S:11]([NH:14][C:15]([CH3:18])([CH3:17])[CH3:16])(=[O:13])=[O:12])=[CH:7][CH:6]=1)[CH2:3]C.C1([C@H](N)C)C=CC=CC=1>>[NH2:1][C@@H:2]([C:5]1[CH:6]=[CH:7][C:8]([S:11]([NH:14][C:15]([CH3:16])([CH3:18])[CH3:17])(=[O:13])=[O:12])=[CH:9][CH:10]=1)[CH3:3]. Procedure: (R)-4-(1-Amino-ethyl)-N-tert-butyl-benzenesulfonamide was synthesized in a manner analogous to (R)-4-(1-Amino-propyl)-N-tert-butyl-benzenesulfonamide in Example 12, using (R)-1-phenylethanamine in place of (R)-1-phenylpropan-1-amine. The product is COC(=O)c1ccc(C#CC(O)c2ccc3c(c2)C(C)(C)CCC3(C)C)cc1O. RXN SMILES: [BH4-:37].[CH2:32]1[O:33][CH2:34][CH2:35][CH2:36]1.[CH3:30][OH:31].[Na+:38].[OH2:39].[OH:1][c:2]1[c:3]([C:4](=[O:5])[O:6][CH3:7])[cH:8][cH:9][c:10]([C:12]#[C:13][C:14]([c:15]2[cH:16][c:17]3[c:22]([cH:23][cH:24]2)[C:21]([CH3:25])([CH3:26])[CH2:20][CH2:19][C:18]3([CH3:27])[CH3:28])=[O:29])[cH:11]1>>[OH:1][c:2]1[c:3]([C:4](=[O:5])[O:6][CH3:7])[cH:8][cH:9][c:10]([C:12]#[C:13][CH:14]([c:15]2[cH:16][c:17]3[c:22]([cH:23][cH:24]2)[C:21]([CH3:25])([CH3:26])[CH2:20][CH2:19][C:18]3([CH3:27])[CH3:28])[OH:29])[cH:11]1. The reactants are [BH4-], C1CCOC1, CO, [Na+], O, COC(=O)c1ccc(C#CC(=O)c2ccc3c(c2)C(C)(C)CCC3(C)C)cc1O. Reactants: ClC=1C=CC(=C(C=O)C1)OCC(=O)N1[C@@H](CN([C@H](C1)C)CC1=CC=C(C=C1)F)C (5-chloro-2-{2-[4-(4-fluoro-benzyl)-(2R,5S)-2,5-dimethyl-piperazin-1-yl]-2-oxo-ethoxy}-benzaldehyde), [BH4-].[Na+] (sodium borohydride), [OH-].[Na+] (sodium hydroxide), Cl (hydrochloric acid). The solvent is CO (methanol). Product: ClC1=CC(=C(OCC(=O)N2[C@@H](CN([C@H](C2)C)CC2=CC=C(C=C2)F)C)C=C1)CO (2-(4-Chloro-2-hydroxymethyl-phenoxy)-1-[4-(4-fluoro-benzyl)-(2R,5S)-2,5-dimethyl-piperazin-1-yl]-ethanone). The yield is 98.7%. Reaction SMILES: [Cl:1][C:2]1[CH:3]=[CH:4][C:5]([O:10][CH2:11][C:12]([N:14]2[CH2:19][C@H:18]([CH3:20])[N:17]([CH2:21][C:22]3[CH:27]=[CH:26][C:25]([F:28])=[CH:24][CH:23]=3)[CH2:16][C@H:15]2[CH3:29])=[O:13])=[C:6]([CH:9]=1)[CH:7]=[O:8].[BH4-].[Na+].Cl.[OH-].[Na+]>CO>[Cl:1][C:2]1[CH:3]=[CH:4][C:5]([O:10][CH2:11][C:12]([N:14]2[CH2:19][C@H:18]([CH3:20])[N:17]([CH2:21][C:22]3[CH:27]=[CH:26][C:25]([F:28])=[CH:24][CH:23]=3)[CH2:16][C@H:15]2[CH3:29])=[O:13])=[C:6]([CH2:7][OH:8])[CH:9]=1 |f:1.2,4.5|. Procedure details: To a solution of 5-chloro-2-{2-[4-(4-fluoro-benzyl)-(2R,5S)-2,5-dimethyl-piperazin-1-yl]-2-oxo-ethoxy}-benzaldehyde (0.99 g, 2.36 mmol) in dry methanol (25 mL) was added sodium borohydride (0.19 g, 4.92 mmol). After 1 hour the reaction was acidified to pH 2 by the addition of 1N hydrochloric acid. After 5 minutes the reaction was neutralized with 1N sodium hydroxide and the methanol removed by evaporation. The resulting aqueous suspension was extracted with ethyl acetate. The organic layer was w... Reactants: N([C@@H](CO)C(=O)N[C@@H](CC(C)C)C(=O)O)C(=O)OCC1C2=CC=CC=C2C2=CC=CC=C12.CC(C)(C1=CC=C(C=C1)N=[N+]=[N-])NCC(COC2=CC=CC3=C2C4=CC=CC=C4N3)O.CC1=C2[C@H](C(=O)[C@@]3([C@H](C[C@@H]4[C@]([C@H]3[C@@H]([C@@](C2(C)C)(C[C@@H]1OC(=O)[C@@H]([C@H](C=5C=CC=CC5)NC(=O)C=6C=CC=CC6)O)O)OC(=O)C=7C=CC=CC7)(CO4)OC(=O)C)O)C)OC(=O)C (Fmoc-Ser-Leu PABC Paclitaxel), C1CCC2=NCCCN2CC1 (DBU). Solvent: C1CCOC1 (THF). Yields the product N[C@@H](CO)C(=O)N[C@@H](CC(C)C)C(=O)O.CC(C)(C1=CC=C(C=C1)N=[N+]=[N-])NCC(COC2=CC=CC3=C2C4=CC=CC=C4N3)O.CC1=C2[C@H](C(=O)[C@@]3([C@H](C[C@@H]4[C@]([C@H]3[C@@H]([C@@](C2(C)C)(C[C@@H]1OC(=O)[C@@H]([C@H](C=5C=CC=CC5)NC(=O)C=6C=CC=CC6)O)O)OC(=O)C=7C=CC=CC7)(CO4)OC(=O)C)O)C)OC(=O)C (H-Ser-Leu PABC Paclitaxel). Yield: 72.0%. As a reaction SMILES: [NH:1](C(OCC1C2C(=CC=CC=2)C2C1=CC=CC=2)=O)[C@H:2]([C:5]([NH:7][C@H:8]([C:13]([OH:15])=[O:14])[CH2:9][CH:10]([CH3:12])[CH3:11])=[O:6])[CH2:3][OH:4].[CH3:33][C:34]([NH:45][CH2:46][CH:47]([OH:63])[CH2:48][O:49][C:50]1[C:55]2[C:56]3[C:61]([NH:62][C:54]=2[CH:53]=[CH:52][CH:51]=1)=[CH:60][CH:59]=[CH:58][CH:57]=3)([C:36]1[CH:41]=[CH:40][C:39]([N:42]=[N+:43]=[N-:44])=[CH:38][CH:37]=1)[CH3:35].[CH3:64][C:65]1[C@@H:82]([O:83][C:84]([C@H:86]([OH:103])[C@@H:87]([NH:94][C:95]([C:97]2[CH:98]=[CH:99][CH:100]=[CH:101][CH:102]=2)=[O:96])[C:88]2[CH:89]=[CH:90][CH:91]=[CH:92][CH:93]=2)=[O:85])[CH2:81][C@:77]2([OH:104])[C:78]([CH3:80])([CH3:79])[C:66]=1[C@@H:67]([O:122][C:123]([CH3:125])=[O:124])[C:68]([C@@:70]1([CH3:121])[C@H:75]([C@@H:76]2[O:105][C:106]([C:108]2[CH:109]=[CH:110][CH:111]=[CH:112][CH:113]=2)=[O:107])[C@:74]2([O:116][C:117]([CH3:119])=[O:118])[CH2:114][O:115][C@@H:73]2[CH2:72][C@@H:71]1[OH:120])=[O:69].C1CCN2C(=NCCC2)CC1>C1COCC1>[NH2:1][C@H:2]([C:5]([NH:7][C@H:8]([C:13]([OH:15])=[O:14])[CH2:9][CH:10]([CH3:11])[CH3:12])=[O:6])[CH2:3][OH:4].[CH3:35][C:34]([NH:45][CH2:46][CH:47]([OH:63])[CH2:48][O:49][C:50]1[C:55]2[C:56]3[C:61]([NH:62][C:54]=2[CH:53]=[CH:52][CH:51]=1)=[CH:60][CH:59]=[CH:58][CH:57]=3)([C:36]1[CH:41]=[CH:40][C:39]([N:42]=[N+:43]=[N-:44])=[CH:38][CH:37]=1)[CH3:33].[CH3:64][C:65]1[C@@H:82]([O:83][C:84]([C@H:86]([OH:103])[C@@H:87]([NH:94][C:95]([C:97]2[CH:102]=[CH:101][CH:100]=[CH:99][CH:98]=2)=[O:96])[C:88]2[CH:89]=[CH:90][CH:91]=[CH:92][CH:93]=2)=[O:85])[CH2:81][C@:77]2([OH:104])[C:78]([CH3:79])([CH3:80])[C:66]=1[C@@H:67]([O:122][C:123]([CH3:125])=[O:124])[C:68]([C@@:70]1([CH3:121])[C@H:75]([C@@H:76]2[O:105][C:106]([C:108]2[CH:113]=[CH:112][CH:111]=[CH:110][CH:109]=2)=[O:107])[C@:74]2([O:116][C:117]([CH3:119])=[O:118])[CH2:114][O:115][C@@H:73]2[CH2:72][C@@H:71]1[OH:120])=[O:69] |f:0.1.2,5.6.7|. Procedure: 11 (0.1 g, 0.070 mmol) was treated with 1% DBU in THF (3 mL) for 45 seconds at room temperature and the product was precipitated by 1 M HCl in diethyl ether (200 mL) then it was purified on a silica gel column using chloroform/methanol (7:1) to afford 12 (75 mg, 89%) as a white powder. ESI-MS (5 kV, MeOH): m/z (%)=1225.1 (100) [M+Na]+; HPLC (230 nm): >95%. The product is FC1(CCN(CC1)C1=C(C=CC=C1)NC(=O)C=1OC(=CC1)C#N)F (5-Cyano-furan-2-carboxylic acid [2-(4,4-difluoro-piperidin-1-yl)-phenyl]-amide). As a reaction SMILES: [F:1][C:2]1([F:15])[CH2:7][CH2:6][N:5]([C:8]2[CH:13]=[CH:12][CH:11]=[CH:10][C:9]=2[NH2:14])[CH2:4][CH2:3]1.[C:16]([C:18]1[O:22][C:21]([C:23](Cl)=[O:24])=[CH:20][CH:19]=1)#[N:17].CCN(C(C)C)C(C)C>>[F:15][C:2]1([F:1])[CH2:7][CH2:6][N:5]([C:8]2[CH:13]=[CH:12][CH:11]=[CH:10][C:9]=2[NH:14][C:23]([C:21]2[O:22][C:18]([C:16]#[N:17])=[CH:19][CH:20]=2)=[O:24])[CH2:4][CH2:3]1. The yield is 36.2%. Procedure: Using a procedure similar to Example 3, step (d), 2-(4,4-difluoro-piperidin-1-yl)-phenylamine (76 mg, 0.35 mmol) was allowed to react with 5-cyano-furan-2-carbonyl chloride (62 mg, 0.40 mmol) in the presence of DIEA (134 μL, 0.770 mmol) to afford 42 mg (36%) of the title compound as a tan solid. 1H-NMR (CDCl3; 400 MHz): δ 9.60 (br s, 1H), 8.44 (dd, 1H, J=1.3, 8.1 Hz) 7.32 (d, 1H, J=3.8 Hz), 7.27-7.21 (m, 3H), 7.18-7.13 (m, 1H), 3.07-3.04 (m, 4H), 2.29-2.21 (m, 4H); Mass spectrum (ESI, m/z): Calc... Reactants: FC1(CCN(CC1)C1=C(C=CC=C1)N)F (2-(4,4-difluoro-piperidin-1-yl)-phenylamine), C(#N)C1=CC=C(O1)C(=O)Cl (5-cyano-furan-2-carbonyl chloride), CCN(C(C)C)C(C)C (DIEA). Starting materials: C(C1=CC=CC=C1)N1CCN(CC1)CCCCCCCCCCOC1OCCCC1 (1-benzyl-4-[10-(2-tetrahydropyranyloxy)decyl]piperazine). Reagents/catalysts: [C].[Pd] (palladium-carbon). Solvent: C(C)O (ethanol). Reaction conditions: time 8 hour. Product: O1C(CCCC1)OCCCCCCCCCCN1CCNCC1 (N-[10-(2-tetrahydropyranyloxy)decyl]piperazine). The yield is 82.0%. RXN SMILES: C([N:8]1[CH2:13][CH2:12][N:11]([CH2:14][CH2:15][CH2:16][CH2:17][CH2:18][CH2:19][CH2:20][CH2:21][CH2:22][CH2:23][O:24][CH:25]2[CH2:30][CH2:29][CH2:28][CH2:27][O:26]2)[CH2:10][CH2:9]1)C1C=CC=CC=1>C(O)C.[C].[Pd]>[O:26]1[CH2:27][CH2:28][CH2:29][CH2:30][CH:25]1[O:24][CH2:23][CH2:22][CH2:21][CH2:20][CH2:19][CH2:18][CH2:17][CH2:16][CH2:15][CH2:14][N:11]1[CH2:12][CH2:13][NH:8][CH2:9][CH2:10]1 |f:2.3|. Procedure details: 583 mg (1.40 mmole) quantity of 1-benzyl-4-[10-(2-tetrahydropyranyloxy)decyl]piperazine was dissolved in 20 ml of ethanol, and 200 mg of 10 % palladium-carbon was added thereto and the mixture was shaken at 3 atm. for 8 hours under hydrogen atmosphere. The catalyst was filtered off and the filtrate was evaporated under reduced pressure to dryness, giving 375 mg (yield: 82 %) of N-[10-(2-tetrahydropyranyloxy)decyl]piperazine. Then, using N-t-butoxycarbonylphenylglycine and N-[10-(2-tetrahydropyra... Starting materials: ClC1=CC2=C(C(=N1)NCCC1=CC=C(C=C1)O)N=CN2C(C)C (4-(2-(6-chloro-1-isopropyl-1H-imidazo[4,5-c]pyridin-4-ylamino)ethyl)phenol), FC=1C=C(C=NC1)B(O)O (5-fluoropyridin-3-ylboronic acid), C1(=CC=CC=C1)C (toluene), C([O-])([O-])=O.[Na+].[Na+] (sodium carbonate). The reagents and catalysts are C=1C=CC(=CC1)[P](C=2C=CC=CC2)(C=3C=CC=CC3)[Pd]([P](C=4C=CC=CC4)(C=5C=CC=CC5)C=6C=CC=CC6)([P](C=7C=CC=CC7)(C=8C=CC=CC8)C=9C=CC=CC9)[P](C=1C=CC=CC1)(C=1C=CC=CC1)C=1C=CC=CC1 (tetrakis(triphenylphosphine)palladium(0)). Run in C(C)O (ethanol), O (Water). Conditions: temperature 140 celsius, time 2 hour. Yields the product FC=1C=C(C=NC1)C1=CC2=C(C(=N1)NCCC1=CC=C(C=C1)O)N=CN2C(C)C (4-(2-(6-(5-fluoropyridin-3-yl)-1-isopropyl-1H-imidazo[4,5-c]pyridin-4-ylamino)ethyl)phenol). As a reaction SMILES: Cl[C:2]1[N:7]=[C:6]([NH:8][CH2:9][CH2:10][C:11]2[CH:16]=[CH:15][C:14]([OH:17])=[CH:13][CH:12]=2)[C:5]2[N:18]=[CH:19][N:20]([CH:21]([CH3:23])[CH3:22])[C:4]=2[CH:3]=1.[F:24][C:25]1[CH:26]=[C:27](B(O)O)[CH:28]=[N:29][CH:30]=1.C1(C)C=CC=CC=1.C(=O)([O-])[O-].[Na+].[Na+]>C1C=CC([P]([Pd]([P](C2C=CC=CC=2)(C2C=CC=CC=2)C2C=CC=CC=2)([P](C2C=CC=CC=2)(C2C=CC=CC=2)C2C=CC=CC=2)[P](C2C=CC=CC=2)(C2C=CC=CC=2)C2C=CC=CC=2)(C2C=CC=CC=2)C2C=CC=CC=2)=CC=1.O.C(O)C>[F:24][C:25]1[CH:26]=[C:27]([C:2]2[N:7]=[C:6]([NH:8][CH2:9][CH2:10][C:11]3[CH:16]=[CH:15][C:14]([OH:17])=[CH:13][CH:12]=3)[C:5]3[N:18]=[CH:19][N:20]([CH:21]([CH3:23])[CH3:22])[C:4]=3[CH:3]=2)[CH:28]=[N:29][CH:30]=1 |f:3.4.5,^1:50,52,71,90|. Procedure details: A 5 ml microwave reaction vial was charged with 4-(2-(6-chloro-1-isopropyl-1H-imidazo[4,5-c]pyridin-4-ylamino)ethyl)phenol (c): (17 mg, 0.051 mmol), 5-fluoropyridin-3-ylboronic acid (72 mg, 0.51 mmol), and tetrakis(triphenylphosphine)palladium(0) (36 mg, 0.031 mmol). To this mixture was added toluene (1 ml), ethanol (0.5 ml) and aqueous sodium carbonate solution (2M, 0.5 ml). The vial was sealed and the reaction mixture was stirred at 140° C. under microwave irradiation for 2 hours. Water was ad... As a reaction SMILES: [CH2:1]([CH:2]([CH3:3])[CH3:4])[N:5]1[CH2:6][CH2:7][N:8]([c:11]2[n:12][cH:13][c:14]([N+:17]([O-:18])=[O:19])[cH:15][cH:16]2)[CH2:9][CH2:10]1.[CH3:22][OH:23].[H:20][H:21]>>[CH2:1]([CH:2]([CH3:3])[CH3:4])[N:5]1[CH2:6][CH2:7][N:8]([c:11]2[n:12][cH:13][c:14]([NH2:17])[cH:15][cH:16]2)[CH2:9][CH2:10]1. Yields the product CC(C)CN1CCN(c2ccc(N)cn2)CC1. Starting materials: CC(C)CN1CCN(c2ccc([N+](=O)[O-])cn2)CC1, CO, [H][H]. The reactants are OC1(CCN(CC1)C)CN1C(C2=C(CC1)NC(=C2C)C=O)=O (5-(4-hydroxy-1-methyl-piperidin-4-ylmethyl)-3-methyl-4-oxo-4,5,6,7-tetrahydro-1H-pyrrolo[3,2-c]pyridine-2-carbaldehyde), BrC=1C=C2CC(NC2=CC1)=O (5-bromo-1,3-dihydro-indol-2-one). Product: BrC=1C=C2C(C(NC2=CC1)=O)=CC1=C(C=2C(N(CCC2N1)CC1(CCN(CC1)C)O)=O)C (2-(5-bromo-2-oxo-1,2-dihydro-indol-3-ylidenemethyl)-5-(4-hydroxy-1-methyl-piperidin-4-ylmethyl)-3-methyl-1,5,6,7-tetrahydro-pyrrolo[3,2-c]pyridin-4-one). Isolated yield 48.0%. Reaction SMILES: [OH:1][C:2]1([CH2:9][N:10]2[CH2:15][CH2:14][C:13]3[NH:16][C:17]([CH:20]=O)=[C:18]([CH3:19])[C:12]=3[C:11]2=[O:22])[CH2:7][CH2:6][N:5]([CH3:8])[CH2:4][CH2:3]1.[Br:23][C:24]1[CH:25]=[C:26]2[C:30](=[CH:31][CH:32]=1)[NH:29][C:28](=[O:33])[CH2:27]2>>[Br:23][C:24]1[CH:25]=[C:26]2[C:30](=[CH:31][CH:32]=1)[NH:29][C:28](=[O:33])[C:27]2=[CH:20][C:17]1[NH:16][C:13]2[CH2:14][CH2:15][N:10]([CH2:9][C:2]3([OH:1])[CH2:7][CH2:6][N:5]([CH3:8])[CH2:4][CH2:3]3)[C:11](=[O:22])[C:12]=2[C:18]=1[CH3:19]. Procedure: The title compound was prepared under the same conditions as described in Example 1 with 5-(4-hydroxy-1-methyl-piperidin-4-ylmethyl)-3-methyl-4-oxo-4,5,6,7-tetrahydro-1H-pyrrolo[3,2-c]pyridine-2-carbaldehyde and 5-bromo-1,3-dihydro-indol-2-one as starting materials to give 2-(5-bromo-2-oxo-1,2-dihydro-indol-3-ylidenemethyl)-5-(4-hydroxy-1-methyl-piperidin-4-ylmethyl)-3-methyl-1,5,6,7-tetrahydro-pyrrolo[3,2-c]pyridin-4-one (39 mg, 48.05%) as a yellow solid.